From a dataset of the Open Reaction Database (ORD), a public repository of structured organic reaction records. describe an organic reaction: reactants, conditions, products, and yield Starting materials: [BH4-].[Na+] (sodium borohydride), COC1=CC(=C(C(=O)NC2=C(C(=O)NC3=CC=C(C=C3)OC)C=CC(=C2)[N+](=O)[O-])C=C1)OCCC(CC1=CC(=CC=C1)OC)N (2-[4-methoxy-2-[3-(3-methoxybenzyl)-aminopropoxy]benzoylamino]-N-(4-methoxyphenyl)-4-nitrobenzamide), NCCCOC1=C(C(=O)NC2=C(C(=O)NC3=CC=C(C=C3)OC)C=CC(=C2)[N+](=O)[O-])C=CC(=C1)OC (2-[2-(3-aminopropoxy)-4-methoxybenzoylamino]-N-(4-methoxyphenyl)-4-nitrobenzamide), COC=1C=C(C=O)C=CC1 (3-methoxybenzaldehyde). Yields the product COC1=CC(=C(C(=O)NC2=C(C(=O)NC3=CC=C(C=C3)OC)C=CC(=C2)[N+](=O)[O-])C=C1)OCCCNCC1=CC(=CC=C1)OC (2-[4-Methoxy-2-[3-(3-methoxybenzyl)aminopropoxy]benzoylamino]-N-(4-methoxyphenyl)-4-nitrobenzamide). Reaction SMILES: [BH4-].[Na+].[CH3:3][O:4][C:5]1[CH:33]=[CH:32][C:8]([C:9]([NH:11][C:12]2[CH:28]=[C:27]([N+:29]([O-:31])=[O:30])[CH:26]=[CH:25][C:13]=2[C:14]([NH:16][C:17]2[CH:22]=[CH:21][C:20]([O:23][CH3:24])=[CH:19][CH:18]=2)=[O:15])=[O:10])=[C:7]([O:34][CH2:35][CH2:36][CH:37]([NH2:47])CC2C=CC=C(OC)C=2)[CH:6]=1.NCCCOC1C=C(OC)C=CC=1C(NC1C=C([N+]([O-])=O)C=CC=1C(NC1C=CC(OC)=CC=1)=O)=O.[CH3:84][O:85][C:86]1[CH:87]=[C:88]([CH:91]=[CH:92][CH:93]=1)[CH:89]=O>>[CH3:3][O:4][C:5]1[CH:33]=[CH:32][C:8]([C:9]([NH:11][C:12]2[CH:28]=[C:27]([N+:29]([O-:31])=[O:30])[CH:26]=[CH:25][C:13]=2[C:14]([NH:16][C:17]2[CH:22]=[CH:21][C:20]([O:23][CH3:24])=[CH:19][CH:18]=2)=[O:15])=[O:10])=[C:7]([O:34][CH2:35][CH2:36][CH2:37][NH:47][CH2:89][C:88]2[CH:91]=[CH:92][CH:93]=[C:86]([O:85][CH3:84])[CH:87]=2)[CH:6]=1 |f:0.1|. Procedure details: Using methods substantially equivalent to those described in Example 94-E except that sodium borohydride was the reducing agent, 2-[4-methoxy-2-[3-(3-methoxybenzyl)-aminopropoxy]benzoylamino]-N-(4-methoxyphenyl)-4-nitrobenzamide (26 mg, 0.042 mmol, 28%) was prepared from 2-[2-(3-aminopropoxy)-4-methoxybenzoylamino]-N-(4-methoxyphenyl)-4-nitrobenzamide and 3-methoxybenzaldehyde. The reactants are crude compounds, ClCCl (dichloromethane), P(=O)([O-])([O-])[O-].[K+].[K+].[K+] (potassium phosphate), ClCCl (dichloromethane), C(C)(=O)OCC (ethyl acetate), P(=O)([O-])([O-])[O-].[K+].[K+].[K+] (potassium phosphate), 3-amino boronic acid, BrC1=NN(C2=CC=C(C=C12)C#N)C1OCCCC1 (3-bromo-1-perhydro-2H-pyran-2-yl-1H-indazole-5-carbonitrile), 3-amino boronic acid, BrC1=NN(C2=CC=C(C=C12)C#N)C1OCCCC1 (3-bromo-1-perhydro-2H-pyran-2-yl-1H-indazole-5-carbonitrile). Reagents/catalysts: C1(=CC=CC=C1)P([C-]1C=CC=C1)C1=CC=CC=C1.[C-]1(C=CC=C1)P(C1=CC=CC=C1)C1=CC=CC=C1.[Fe+2] (1,1′-bis(diphenylphosphino)-ferrocene), C1(=CC=CC=C1)P([C-]1C=CC=C1)C1=CC=CC=C1.[C-]1(C=CC=C1)P(C1=CC=CC=C1)C1=CC=CC=C1.[Fe+2] (1,1′-bis(diphenylphosphino)-ferrocene). The solvent is COCCOC (ethylene glycol dimethyl ether), COCCOC (ethylene glycol dimethyl ether). Product: NC=1C=C(C=CC1)C1=NN(C2=CC=C(C=C12)C#N)C1OCCCC1 (3-(3-aminophenyl)-1-perhydro-2H-pyran-2-yl-1H-indazole-5-carbonitrile), hexanes. Isolated yield 82.0%. As a reaction SMILES: Br[C:2]1[C:10]2[C:5](=[CH:6][CH:7]=[C:8]([C:11]#[N:12])[CH:9]=2)[N:4]([CH:13]2[CH2:18][CH2:17][CH2:16][CH2:15][O:14]2)[N:3]=1.ClCCl.P([O-])([O-])([O-])=O.[K+].[K+].[K+].C(O[CH2:34][CH3:35])(=O)C>COCCOC.C1(P(C2C=CC=CC=2)[C-]2C=CC=C2)C=CC=CC=1.[C-]1(P(C2C=CC=CC=2)C2C=CC=CC=2)C=CC=C1.[Fe+2]>[NH2:3][C:2]1[CH:10]=[C:9]([C:2]2[C:10]3[C:5](=[CH:6][CH:7]=[C:8]([C:11]#[N:12])[CH:9]=3)[N:4]([CH:13]3[CH2:18][CH2:17][CH2:16][CH2:15][O:14]3)[N:3]=2)[CH:8]=[CH:34][CH:35]=1 |f:2.3.4.5,8.9.10|. Procedure: The title compound was prepared as described in example 161 using 3-bromo-1-perhydro-2H-pyran-2-yl-1H-indazole-5-carbonitrile (1.7 g, 5.55 mmol), in ethylene glycol dimethyl ether (60 mL), 3-amino boronic acid (1.72 g, 11.10 mmol), [1,1′-bis(diphenylphosphino)-ferrocene] complex with dichloromethane (1:1) (0.641 g, 0.555 mmol), and potassium phosphate (5.89 g, 27.75 mmol). A second batch was prepared using 3-bromo-1-perhydro-2H-pyran-2-yl-1H-indazole-5-carbonitrile (2.0 g, 6.53 mmol), in ethylen...